Task: describe an organic reaction: reactants, conditions, products, and yield. Dataset: the Open Reaction Database (ORD), a public repository of structured organic reaction records Reactants: ClC1=CC=C(OC(C(=O)O)(C(F)(F)F)C(F)(F)F)C=C1 (2-(4-chlorophenoxy)-3,3,3-trifluoro-2-trifluoromethylpropionic acid), S(=O)(Cl)Cl (thionyl chloride). Run in light petroleum, CN(C=O)C (dimethylformamide). The product is ClC1=CC=C(OC(C(=O)Cl)(C(F)(F)F)C(F)(F)F)C=C1 (2-(4-chlorophenoxy)-3,3,3-trifluoro-2-trifluoromethylpropionyl chloride). Yield: 88.7%. RXN SMILES: [Cl:1][C:2]1[CH:20]=[CH:19][C:5]([O:6][C:7]([C:15]([F:18])([F:17])[F:16])([C:11]([F:14])([F:13])[F:12])[C:8](O)=[O:9])=[CH:4][CH:3]=1.S(Cl)([Cl:23])=O>CN(C)C=O>[Cl:1][C:2]1[CH:20]=[CH:19][C:5]([O:6][C:7]([C:15]([F:18])([F:17])[F:16])([C:11]([F:14])([F:13])[F:12])[C:8]([Cl:23])=[O:9])=[CH:4][CH:3]=1. Procedure details: A mixture of 2-(4-chlorophenoxy)-3,3,3-trifluoro-2-trifluoromethylpropionic acid (161 mg.), thionyl chloride (200 mg.), dimethylformamide (20 mg.) and light petroleum (2 ml. b.p. 40°-60° C.) is heated under reflux for 15 minutes and the solvent evaporated. Light petroleum (5 ml. is added, and the evaporation repeated. The residue is dissolved in light petroleum, the solution filtered and evaporated to give 2-(4-chlorophenoxy)-3,3,3-trifluoro-2-trifluoromethylpropionyl chloride (151 mg.) as an oi... The reactants are FC(C=1C=C(OC2=C(C(=O)O)C=CC=N2)C=CC1)(F)F (2-(3-trifluoromethyl-phenoxy)-nicotinic acid), CC=1C=C2CCCNC2=CC1 (6-methyl-1,2,3,4-tetrahydro-quinoline). The product is CC=1C=C2CCCN(C2=CC1)C(=O)C=1C(=NC=CC1)OC1=CC(=CC=C1)C(F)(F)F ((6-Methyl-3,4-dihydro-2H-quinolin-1-yl)-[2-(3-trifluoromethyl-phenoxy)-pyridin-3-yl]-methanone). RXN SMILES: [F:1][C:2]([F:20])([F:19])[C:3]1[CH:4]=[C:5]([CH:16]=[CH:17][CH:18]=1)[O:6][C:7]1[N:15]=[CH:14][CH:13]=[CH:12][C:8]=1[C:9]([OH:11])=O.[CH3:21][C:22]1[CH:23]=[C:24]2[C:29](=[CH:30][CH:31]=1)[NH:28][CH2:27][CH2:26][CH2:25]2>>[CH3:21][C:22]1[CH:23]=[C:24]2[C:29](=[CH:30][CH:31]=1)[N:28]([C:9]([C:8]1[C:7]([O:6][C:5]3[CH:16]=[CH:17][CH:18]=[C:3]([C:2]([F:1])([F:20])[F:19])[CH:4]=3)=[N:15][CH:14]=[CH:13][CH:12]=1)=[O:11])[CH2:27][CH2:26][CH2:25]2. Procedure details: The title compound was prepared from 2-(3-trifluoromethyl-phenoxy)-nicotinic acid in analogy to Example 1, Step 2, by replacing 1,2,3,4-tetrahydro-quinoline with 6-methyl-1,2,3,4-tetrahydro-quinoline ([CAS RN 91-61-2]). MS (ISP): 413.2 [M+H]+. The reactants are NC1=C(C=C(C#N)C=C1[N+](=O)[O-])[N+](=O)[O-] (4-amino-3,5-dinitrobenzonitrile), Cl[Sn]Cl (SnCl2). The solvent is CCO (EtOH). Yields the product NC=1C=C(C#N)C=C(C1N)[N+](=O)[O-] (3,4-diamino-5-nitrobenzonitrile). The yield is 42.4%. RXN SMILES: [NH2:1][C:2]1[C:9]([N+:10]([O-:12])=[O:11])=[CH:8][C:5]([C:6]#[N:7])=[CH:4][C:3]=1[N+:13]([O-])=O.Cl[Sn]Cl>CCO>[NH2:13][C:3]1[CH:4]=[C:5]([CH:8]=[C:9]([N+:10]([O-:12])=[O:11])[C:2]=1[NH2:1])[C:6]#[N:7]. Procedure details: To 4-amino-3,5-dinitrobenzonitrile (9.4 g, 0.045 mol) in EtOH (100 mL) was added SnCl2 (30 g, 0.16 mol). The mixture was refluxed for 1 h. The reaction was then filtered and the filtrate concentrated to afford 3,4-diamino-5-nitrobenzonitrile (3.4 g, 42%) of an orange solid. Reactants: C(C1=CC=CC=C1)N1C(=C(C2=CC(=CC=C12)Br)C(C(=O)O)=O)CO ([1-benzyl-5-bromo-2-(hydroxymethyl)-1H-indol-3-yl](oxo)acetic acid), [K] (potassium), C1(=CC(=CC=C1)B(O)O)C (m-tolylboronic acid). Yields the product C(C1=CC=CC=C1)N1C2=C(C3=CC(=CC=C13)C1=CC(=CC=C1)C)C(C(OC2)=O)=O (9-Benzyl-6-(3-methylphenyl)-1,9-dihydropyrano[3,4-b]indole-3,4-dione). As a reaction SMILES: [CH2:1]([N:8]1[C:16]2[C:11](=[CH:12][C:13](Br)=[CH:14][CH:15]=2)[C:10]([C:18](=[O:22])[C:19](O)=[O:20])=[C:9]1[CH2:23][OH:24])[C:2]1[CH:7]=[CH:6][CH:5]=[CH:4][CH:3]=1.[K].[C:26]1([CH3:35])[CH:31]=[CH:30][CH:29]=[C:28](B(O)O)[CH:27]=1>>[CH2:1]([N:8]1[C:16]2[C:11](=[CH:12][C:13]([C:28]3[CH:29]=[CH:30][CH:31]=[C:26]([CH3:35])[CH:27]=3)=[CH:14][CH:15]=2)[C:10]2[C:18](=[O:22])[C:19](=[O:20])[O:24][CH2:23][C:9]1=2)[C:2]1[CH:3]=[CH:4][CH:5]=[CH:6][CH:7]=1 |^1:24|. Procedure: The title compound was prepared from [1-benzyl-5-bromo-2-(hydroxymethyl)-1H-indol-3-yl](oxo)acetic acid, potassium salt and m-tolylboronic acid in substantially the same manner, as described in step 4 of Example 9. The product was obtained as a grey solid, mp: 225–226° C.; Mass spectrum (ESI, [M+H]+) m/z 382. 1H NMR (400 MHz, DMSO-d6) δ 8.22 (s, 1H), 7.22 (d, 1H, J=8.40 Hz), 7.65 (dd, 1H, J=8.45 and 1.83 Hz), 7.49 (s, 1H), 7.47–7.34 (m, 3H), 7.31 (d, 1H, J=7.33 Hz), 7.27 (d, 2H, J=8.40 Hz), 7.18...